From a dataset of the Open Reaction Database (ORD), a public repository of structured organic reaction records. describe an organic reaction: reactants, conditions, products, and yield The reactants are BrC1OC2=C(NC1=O)C=CC=C2 (2-bromo-2H-1,4-benzoxazin-3(4H)-one), BrC1=CC=C(C=C1)OC (4-bromoanisole), [Sn](Cl)(Cl)(Cl)Cl (tin (IV) chloride), [Sn](Cl)(Cl)(Cl)Cl (tin (IV) chloride). Solvent: C(Cl)Cl (methylene chloride), C(Cl)Cl (methylene chloride). Product: BrC=1C=CC(=C(C1)C1OC2=C(NC1=O)C=CC=C2)OC (2-(5-Bromo-2-methoxyphenyl)-2H-1,4-benzoxazin-3(4H)-one). As a reaction SMILES: Br[CH:2]1[C:7](=[O:8])[NH:6][C:5]2[CH:9]=[CH:10][CH:11]=[CH:12][C:4]=2[O:3]1.[Br:13][C:14]1[CH:19]=[CH:18][C:17]([O:20][CH3:21])=[CH:16][CH:15]=1.[Sn](Cl)(Cl)(Cl)Cl>C(Cl)Cl>[Br:13][C:14]1[CH:15]=[CH:16][C:17]([O:20][CH3:21])=[C:18]([CH:2]2[C:7](=[O:8])[NH:6][C:5]3[CH:9]=[CH:10][CH:11]=[CH:12][C:4]=3[O:3]2)[CH:19]=1. Reported procedure: To 2-bromo-2H-1,4-benzoxazin-3(4H)-one (I10) (1.40 g, 6.14 mmoles) in methylene chloride (20 mL) was added 4-bromoanisole and then tin (IV) chloride. Addition of tin (IV) chloride caused a brown solution to form. The solution was refluxed for 5 hours, diluted with methylene chloride (100 mL) and washed with water (2×50 mL). After drying over Magnesium sulphate the mixture was concentrated until the product (I11) precipitated (0.58 g). Concentration of the mother liquors and chromatography on sil... The reactants are COC(=O)C(C)(C)CCCC(=NOCc1ccc(OCc2nc(-c3ccccc3)oc2C)cc1)c1ccccc1, Cl, [K+], C1CCOC1, [OH-]. Yields the product Cc1oc(-c2ccccc2)nc1COc1ccc(CON=C(CCCC(C)(C)C(=O)O)c2ccccc2)cc1. As a reaction SMILES: [CH3:3][C:4]([C:5](=[O:6])[O:7][CH3:8])([CH2:9][CH2:10][CH2:11][C:12]([c:13]1[cH:14][cH:15][cH:16][cH:17][cH:18]1)=[N:19][O:20][CH2:21][c:22]1[cH:23][cH:24][c:25]([O:28][CH2:29][c:30]2[n:31][c:32](-[c:36]3[cH:37][cH:38][cH:39][cH:40][cH:41]3)[o:33][c:34]2[CH3:35])[cH:26][cH:27]1)[CH3:42].[ClH:43].[K+:2].[O:44]1[CH2:45][CH2:46][CH2:47][CH2:48]1.[OH-:1]>>[CH3:3][C:4]([C:5](=[O:6])[OH:7])([CH2:9][CH2:10][CH2:11][C:12]([c:13]1[cH:14][cH:15][cH:16][cH:17][cH:18]1)=[N:19][O:20][CH2:21][c:22]1[cH:23][cH:24][c:25]([O:28][CH2:29][c:30]2[n:31][c:32](-[c:36]3[cH:37][cH:38][cH:39][cH:40][cH:41]3)[o:33][c:34]2[CH3:35])[cH:26][cH:27]1)[CH3:42].